From a dataset of the Open Reaction Database (ORD), a public repository of structured organic reaction records. describe an organic reaction: reactants, conditions, products, and yield Yields the product O=C1c2cc(Cl)ccc2C(O)N1c1ccc2ccc(Cl)nc2n1. As a reaction SMILES: [Ag+:35].[CH3:26][N:27]([CH3:28])[CH:29]=[O:30].[Cl:1][c:2]1[cH:3][cH:4][c:5]2[cH:6][cH:7][c:8]([NH:12][C:13]([c:14]3[c:15]([CH:21]([Cl:22])[Cl:23])[cH:16][cH:17][c:18]([Cl:20])[cH:19]3)=[O:24])[n:9][c:10]2[n:11]1.[N+:31]([O-:32])([O-:33])=[O:34].[OH2:25]>>[Cl:1][c:2]1[cH:3][cH:4][c:5]2[cH:6][cH:7][c:8]([N:12]3[C:13](=[O:24])[c:14]4[c:15]([cH:16][cH:17][c:18]([Cl:20])[cH:19]4)[CH:21]3[OH:25])[n:9][c:10]2[n:11]1. Starting materials: [Ag+], CN(C)C=O, O=C(Nc1ccc2ccc(Cl)nc2n1)c1cc(Cl)ccc1C(Cl)Cl, O=[N+]([O-])[O-], O.